This data is from the Open Reaction Database (ORD), a public repository of structured organic reaction records. The task is: describe an organic reaction: reactants, conditions, products, and yield The reactants are [I-].C1(CCC1)N1CCN(CC1)C(C[N+]1=CC2=C(C=C1)N=C(O2)SC)=O (5-[2-(4-cyclobutylpiperazin-1-yl)-2-oxoethyl]-2-methylthio-oxazolo[5,4-c]pyridine-5-ium iodide), [BH4-].[Na+] (NaBH4). Run in CO (MeOH). Product: C1(CCC1)N1CCN(CC1)C(CN1CC2=C(CC1)N=C(O2)SC)=O (5-[2-(4-cyclobutylpiperazin-1-yl)-2-oxoethyl]-2-methylthio-4,5,6,7-tetrahydro[1,3]oxazolo[5,4-c]pyridine). RXN SMILES: [I-].[CH:2]1([N:6]2[CH2:11][CH2:10][N:9]([C:12](=[O:25])[CH2:13][N+:14]3[CH:19]=[CH:18][C:17]4[N:20]=[C:21]([S:23][CH3:24])[O:22][C:16]=4[CH:15]=3)[CH2:8][CH2:7]2)[CH2:5][CH2:4][CH2:3]1.[BH4-].[Na+]>CO>[CH:2]1([N:6]2[CH2:7][CH2:8][N:9]([C:12](=[O:25])[CH2:13][N:14]3[CH2:19][CH2:18][C:17]4[N:20]=[C:21]([S:23][CH3:24])[O:22][C:16]=4[CH2:15]3)[CH2:10][CH2:11]2)[CH2:5][CH2:4][CH2:3]1 |f:0.1,2.3|. Procedure: The solid from Step 1 is dissolved in MeOH and NaBH4 (210 mg, 5.56 mmol) is added to the solution. The solution is heated at reflux for 4 hr, and then cooled to rt. The solvent is removed in vacuo and the residue is partitioned between water (6 mL) and EtOAc (6 mL). The layers are separated and aqueous layer is extracted with EtOAc (6 ml). The combined extracts are washed with brine (5 ml), dried and evaporated. The residue is purified by PTLC to give the title compound as a light yellow oil. MS... The reactants are COC1=CC=C(CN2N=C(C(=C2)C(C)=O)C2=CC(=CC=C2)[N+](=O)[O-])C=C1 (1-[1-(4-methoxybenzyl)-3-(3-nitrophenyl)-1H-pyrazol-4-yl]-ethanone), CN(C=O)C (dimethylformamide). Solvent: O1CCCC1 (tetrahydrofuran). Reaction conditions: temperature 70 celsius, time 6 hour. Yields the product CN(/C=C/C(=O)C=1C(=NN(C1)CC1=CC=C(C=C1)OC)C1=CC(=CC=C1)[N+](=O)[O-])C ((2E)-3-(dimethylamino)-1-[1-(4-methoxybenzyl)-3-(3-nitrophenyl)-1H-pyrazol-4-yl]prop-2-en-1-one). The yield is 94.6%. RXN SMILES: [CH3:1][O:2][C:3]1[CH:26]=[CH:25][C:6]([CH2:7][N:8]2[CH:12]=[C:11]([C:13](=[O:15])[CH3:14])[C:10]([C:16]3[CH:21]=[CH:20][CH:19]=[C:18]([N+:22]([O-:24])=[O:23])[CH:17]=3)=[N:9]2)=[CH:5][CH:4]=1.[CH3:27][N:28]([CH3:31])[CH:29]=O>O1CCCC1>[CH3:27][N:28]([CH3:31])/[CH:29]=[CH:14]/[C:13]([C:11]1[C:10]([C:16]2[CH:21]=[CH:20][CH:19]=[C:18]([N+:22]([O-:24])=[O:23])[CH:17]=2)=[N:9][N:8]([CH2:7][C:6]2[CH:5]=[CH:4][C:3]([O:2][CH3:1])=[CH:26][CH:25]=2)[CH:12]=1)=[O:15]. Procedure: 460 mg (1.3 mmol) of 1-[1-(4-methoxybenzyl)-3-(3-nitrophenyl)-1H-pyrazol-4-yl]-ethanone were dissolved in 25 ml of dry tetrahydrofuran and 15 ml of dimethylformamide di-tert-butylacetale (62 mmol) were added to the resulting solution. The reaction was heated at 70° C. under stirring for 6 hours. The solvent was then evaporated in vacuo and the residue diluted with dichloromethane and washed with water. The organic layer was finally dried over sodium sulphate and evaporated, giving 500 mg (96%) o... The reactants are ClC1=C(COCCN(C(NC=2SC(=CN2)SCC(C(=O)O)(C)C)=O)[C@@H]2CC[C@H](CC2)C)C=CC=C1 (3-{2-[3-[2-(2-chloro-benzyloxy)-ethyl]-3-(trans-4-methyl-cyclohexyl)-ureido]-thiazol-5-ylsulfanyl}-2,2-dimethyl-propionic acid), Br.BrCC1=NC=CC=C1 (2-bromomethylpyridine hydrobromide), C(C)OC(CSC1=CN=C(S1)N)=O ((2-aminothiazol-5-ylsulfanyl)acetic acid ethyl ester). The product is C[C@@H]1CC[C@H](CC1)N(C(NC=1SC(=CN1)SCC(=O)O)=O)CCOCC1=NC=CC=C1 ((2-{3-(trans-4-Methyl-cyclohexyl)-3-[2-(pyridin-2-ylmethoxy)-ethyl]-ureido}-thiazol-5-ylsulfanyl)-acetic acid). RXN SMILES: ClC1[CH:35]=[CH:34][CH:33]=[CH:32][C:3]=1[CH2:4][O:5][CH2:6][CH2:7][N:8]([C@H:25]1[CH2:30][CH2:29][C@H:28]([CH3:31])[CH2:27][CH2:26]1)[C:9](=[O:24])[NH:10][C:11]1[S:12][C:13]([S:16]CC(C)(C)C(O)=O)=[CH:14][N:15]=1.Br.BrCC1C=CC=C[N:40]=1.C([O:47][C:48](=[O:57])[CH2:49]SC1SC(N)=NC=1)C>>[CH3:31][C@H:28]1[CH2:29][CH2:30][C@H:25]([N:8]([CH2:7][CH2:6][O:5][CH2:4][C:3]2[CH:32]=[CH:33][CH:34]=[CH:35][N:40]=2)[C:9](=[O:24])[NH:10][C:11]2[S:12][C:13]([S:16][CH2:49][C:48]([OH:57])=[O:47])=[CH:14][N:15]=2)[CH2:26][CH2:27]1 |f:1.2|. Procedure details: The compound was prepared following an analogous procedure to the one described for the synthesis of 3-{2-[3-[2-(2-chloro-benzyloxy)-ethyl]-3-(trans-4-methyl-cyclohexyl)-ureido]-thiazol-5-ylsulfanyl}-2,2-dimethyl-propionic acid using 2-bromomethylpyridine hydrobromide and (2-aminothiazol-5-ylsulfanyl)acetic acid ethyl ester. Starting materials: O=C(C(N)=S)C (2-oxopropanethioamide), BrC1=CC=C2CC3(CCC(CC3)OC)C3(N=C(C(N3)=S)C)C2=C1 (6′-Bromo-4-methoxy-5″-methyl-3′H-dispiro[cyclohexane-1,2′-indene-1′,2″-imidazole]-4″(3″H)-thione), N (ammonia), C(C)(C)OC(C)C (diisopropyl ether), [OH-].[Na+] (NaOH). Reagents/catalysts: N (ammonia). Solvent: CCOC(=O)C (EtOAc). Conditions: temperature 74 celsius, time 10 minute. Yields the product BrC1=CC=C2CC3(CCC(CC3)OC)C3(N=C(C(=N3)N)C)C2=C1 (6′-Bromo-4-methoxy-5″-methyl-3′H-dispiro[cyclohexane-1,2′-indene-1′,2″-imidazol]-4″-amine). Yield: 69.0%. As a reaction SMILES: [Br:1][C:2]1[CH:23]=[C:22]2[C:5]([CH2:6][C:7]3([C:15]42[NH:19][C:18](=S)[C:17]([CH3:21])=[N:16]4)[CH2:12][CH2:11][CH:10]([O:13][CH3:14])[CH2:9][CH2:8]3)=[CH:4][CH:3]=1.N.[OH-].[Na+].C(OC(C)C)(C)C.O=C(C)C(=S)[NH2:37]>N.CCOC(C)=O>[Br:1][C:2]1[CH:23]=[C:22]2[C:5]([CH2:6][C:7]3([C:15]42[N:19]=[C:18]([NH2:37])[C:17]([CH3:21])=[N:16]4)[CH2:12][CH2:11][CH:10]([O:13][CH3:14])[CH2:9][CH2:8]3)=[CH:4][CH:3]=1 |f:2.3|. Procedure: (1r,4r)-6′-Bromo-4-methoxy-5″-methyl-3′H-dispiro[cyclohexane-1,2′-indene-1′,2″-imidazole]-4″(3″H)-thione (Example 19 Step 3, 22.7 g, 57.7 mmol) and ammonia (7 M in MeOH, 180 mL, 1.26 mol) was put in a pressure reactor and heated to 74° C. overnight. The residue was allowed to reach r.t. and the mixture was concentrated. The residue was partitioned between 2 M citric acid (400 mL) and EtOAc (400 mL). Any insoluble material was filtered off and was determined to be unreacted starting material. The... Procedure details: Thiophen-2-yl-acetic acid ethyl ester (1) was dialkylated as described in Example 1, Step 1, using 1-chloro-2-(2-chloroethoxy)ethane to obtain the title compound (37). RXN SMILES: [CH2:1]([O:3][C:4](=[O:11])[CH2:5][C:6]1[S:7][CH:8]=[CH:9][CH:10]=1)[CH3:2].Cl[CH2:13][CH2:14][O:15][CH2:16][CH2:17]Cl>>[CH2:1]([O:3][C:4]([C:5]1([C:6]2[S:7][CH:8]=[CH:9][CH:10]=2)[CH2:17][CH2:16][O:15][CH2:14][CH2:13]1)=[O:11])[CH3:2]. The reactants are C(C)OC(CC=1SC=CC1)=O (thiophen-2-yl acetic acid ethyl ester), ClCCOCCCl (1-chloro-2-(2-chloroethoxy)ethane). Yields the product C(C)OC(=O)C1(CCOCC1)C=1SC=CC1 (4-thiophen-2-yltetrahydropyran-4-carboxylic acid ethyl ester). Starting materials: CO, O=C(O)CCc1cnoc1-c1ccc(Cl)s1, O=S(=O)(O)O. Yields the product COC(=O)CCc1cnoc1-c1ccc(Cl)s1. Reaction SMILES: [CH3:22][OH:23].[Cl:1][c:2]1[cH:3][cH:4][c:5](-[c:7]2[c:8]([CH2:12][CH2:13][C:14](=[O:15])[OH:16])[cH:9][n:10][o:11]2)[s:6]1.[S:17](=[O:18])(=[O:19])([OH:20])[OH:21]>>[Cl:1][c:2]1[cH:3][cH:4][c:5](-[c:7]2[c:8]([CH2:12][CH2:13][C:14](=[O:15])[O:16][CH3:22])[cH:9][n:10][o:11]2)[s:6]1. The product is COCCc1ccc2oc(-c3ccc(OCOC)c(OC)c3)c(SC)c2c1. Reactants: C1CCOC1, COCOc1ccc(-c2oc3ccc(CCO)cc3c2SC)cc1OC, [H-], CI. Reaction SMILES: [CH2:30]1[O:31][CH2:32][CH2:33][CH2:34]1.[CH3:4][O:5][c:6]1[cH:7][c:8](-[c:16]2[o:17][c:18]3[c:19]([c:20]2[S:21][CH3:22])[cH:23][c:24]([CH2:27][CH2:28][OH:29])[cH:25][cH:26]3)[cH:9][cH:10][c:11]1[O:12][CH2:13][O:14][CH3:15].[H-:1].[I:2][CH3:3]>>[CH3:3][O:29][CH2:28][CH2:27][c:24]1[cH:23][c:19]2[c:18]([o:17][c:16](-[c:8]3[cH:7][c:6]([O:5][CH3:4])[c:11]([O:12][CH2:13][O:14][CH3:15])[cH:10][cH:9]3)[c:20]2[S:21][CH3:22])[cH:26][cH:25]1.